Dataset: the Open Reaction Database (ORD), a public repository of structured organic reaction records. Task: describe an organic reaction: reactants, conditions, products, and yield Yields the product ClC1=CC=C(C=C1)C(CC(C1=CC=CC=C1)C(C(=O)O)C(=O)O)=O (2-[3-(4-chlorophenyl)-3-oxo-1-phenylpropyl]malonic acid). The reactants are Cl (HCl), ClC1=CC=C(C=C1)C(CC(C1=CC=CC=C1)C(C(=O)OCC)C(=O)OCC)=O (diethyl 2-[3-(4-chlorophenyl)-3-oxo-1-phenylpropyl]malonate), [OH-].[Na+] (NaOH), O (water). Yield: 64.5%. Procedure details: The solution of diethyl 2-[3-(4-chlorophenyl)-3-oxo-1-phenylpropyl]malonate (0.9 g) and 3M NaOH (7.5 ml) in ethanol (30 ml) was heated to reflux for 4 h. The mixture was cooled to rt, poured into water (30 ml), and acidified with 10% HCl. The aqueous layer was extracted three times with ethyl acetate (20 ml) and the combined organic layers were washed with brine and dried (magnesium sulfate). After evaporation of the solvent the residue was recrystallised from benzene to give 2-[3-(4-chloropheny... Run in C(C)O (ethanol). As a reaction SMILES: [Cl:1][C:2]1[CH:7]=[CH:6][C:5]([C:8](=[O:28])[CH2:9][CH:10]([CH:17]([C:23]([O:25]CC)=[O:24])[C:18]([O:20]CC)=[O:19])[C:11]2[CH:16]=[CH:15][CH:14]=[CH:13][CH:12]=2)=[CH:4][CH:3]=1.[OH-].[Na+].O.Cl>C(O)C>[Cl:1][C:2]1[CH:3]=[CH:4][C:5]([C:8](=[O:28])[CH2:9][CH:10]([CH:17]([C:23]([OH:25])=[O:24])[C:18]([OH:20])=[O:19])[C:11]2[CH:16]=[CH:15][CH:14]=[CH:13][CH:12]=2)=[CH:6][CH:7]=1 |f:1.2|. Starting materials: C(C(C)C)NC(=O)C=1N(C2=CC=C(C=C2C1)OCC1=C(C=CC=C1Cl)Cl)CCCC#N (1-(3-cyanopropyl)-5-(2,6-dichlorobenzyloxy)-1H-indole-2-carboxylic acid isobutyl amide), N(=[N+]=[N-])[Si](C)(C)C (azidotrimethylsilane), C(CCC)[Sn](CCCC)=O (dibutyltin oxide). Solvent: C1(=CC=CC=C1)C (toluene). Product: C(C(C)C)NC(=O)C=1N(C2=CC=C(C=C2C1)OCC1=C(C=CC=C1Cl)Cl)CCCC1=NN=NN1 (5-(2,6-dichlorobenzyloxy)-1-[3-(1H-tetrazol-5-yl)propyl]-1H-indole-2-carboxylic Acid Isobutyl Amide). The yield is 37.5%. RXN SMILES: [CH2:1]([NH:5][C:6]([C:8]1[N:9]([CH2:27][CH2:28][CH2:29][C:30]#[N:31])[C:10]2[C:15]([CH:16]=1)=[CH:14][C:13]([O:17][CH2:18][C:19]1[C:24]([Cl:25])=[CH:23][CH:22]=[CH:21][C:20]=1[Cl:26])=[CH:12][CH:11]=2)=[O:7])[CH:2]([CH3:4])[CH3:3].[N:32]([Si](C)(C)C)=[N+:33]=[N-:34].C([Sn](=O)CCCC)CCC>C1(C)C=CC=CC=1>[CH2:1]([NH:5][C:6]([C:8]1[N:9]([CH2:27][CH2:28][CH2:29][C:30]2[NH:34][N:33]=[N:32][N:31]=2)[C:10]2[C:15]([CH:16]=1)=[CH:14][C:13]([O:17][CH2:18][C:19]1[C:24]([Cl:25])=[CH:23][CH:22]=[CH:21][C:20]=1[Cl:26])=[CH:12][CH:11]=2)=[O:7])[CH:2]([CH3:4])[CH3:3]. Procedure: To a solution of 1-(3-cyanopropyl)-5-(2,6-dichlorobenzyloxy)-1H-indole-2-carboxylic acid isobutyl amide (0.076 g, 0.17 mmol) in toluene (10 mL) was added azidotrimethylsilane (0.066 mL, 0.50 mmol) and dibutyltin oxide (0.012 g, 0.050 mmol). The reaction mixture was heated to reflux and stirred under argon at reflux temperature for 40 h. The solution was then cooled and the toluene removed under reduced pressure. Methanol was added and removed under reduced pressure. Ethyl acetate was added and t... Reactants: NN (hydrazine), C(C)(C)(C)N=C=O (t-butyl isocyanate). Run in CCOCC (ether). Run at time 2 hour. The product is C(C)(C)(C)NC(=O)NN ((t-butylamino)carbonylhydrazine). Yield: 71.7%. RXN SMILES: [NH2:1][NH2:2].[C:3]([N:7]=[C:8]=[O:9])([CH3:6])([CH3:5])[CH3:4]>CCOCC>[C:3]([NH:7][C:8]([NH:1][NH2:2])=[O:9])([CH3:6])([CH3:5])[CH3:4]. Procedure details: To a vigorously stirred mixture of 0.33 g (0.0103 mol) of anhydrous hydrazine in 50 ml of dry ether was added 1 g (0.01 mol) of t-butyl isocyanate. The resulting mixture was stirred for 2 hr. at room temperature then was kept overnight at 4° C. The crystals formed were filtered off, washed with a small portion of ether and dried to give 0.94 g (72% yield) of (t-butylamino)carbonylhydrazine melting at 192-193° C. When this was substituted for t-butyl carbazate in Step A of Example 1, the identica... Reactants: NC1=NC=CC=C1N (2,3-Diaminopyridine), C(C)OC(OCC)(OCC)OCC (tetraethoxymethane). Run in C(C)(=O)OCC (ethyl acetate). Run at temperature 130 celsius, time 2 hour. Yields the product C(C)OC1=NC=2C(=NC=CC2)N1 (2-ethoxy-3H-imidazo[4,5-b]pyridine). Isolated yield 35.5%. As a reaction SMILES: [NH2:1][C:2]1[C:7]([NH2:8])=[CH:6][CH:5]=[CH:4][N:3]=1.[CH2:9]([O:11][C:12](OCC)(OCC)OCC)[CH3:10]>C(OCC)(=O)C>[CH2:9]([O:11][C:12]1[NH:1][C:2]2=[N:3][CH:4]=[CH:5][CH:6]=[C:7]2[N:8]=1)[CH3:10]. Procedure: 2,3-Diaminopyridine (7.84 g, 71.9 mmol) and tetraethoxymethane (35 mL, 167 mmol) were mixed, and the mixture was stirred at 130° C. for 2 hr. The mixture was cooled to room temperature, ethyl acetate (100 mL) was added thereto and the precipitated solid was collected by filtration to give the title compound (4.17 g, 36%). Starting materials: BrCc1ccccc1, O=C([O-])[O-], [K+], [K+], O=[N+]([O-])c1ccc(C(F)(F)F)cc1O, CN(C)C=O. The product is O=[N+]([O-])c1ccc(C(F)(F)F)cc1OCc1ccccc1. RXN SMILES: [Br:15][CH2:16][c:17]1[cH:18][cH:19][cH:20][cH:21][cH:22]1.[C:23](=[O:24])([O-:25])[O-:26].[K+:27].[K+:28].[N+:1](=[O:2])([O-:3])[c:4]1[c:5]([OH:14])[cH:6][c:7]([C:10]([F:11])([F:12])[F:13])[cH:8][cH:9]1.[O:29]=[CH:30][N:31]([CH3:32])[CH3:33]>>[N+:1](=[O:2])([O-:3])[c:4]1[c:5]([O:14][CH2:16][c:17]2[cH:18][cH:19][cH:20][cH:21][cH:22]2)[cH:6][c:7]([C:10]([F:11])([F:12])[F:13])[cH:8][cH:9]1.